This data is from the Open Reaction Database (ORD), a public repository of structured organic reaction records. The task is: describe an organic reaction: reactants, conditions, products, and yield Reactants: OC=1C=C(C=CC1)C1=CC=CC=C1 (3-hydroxy biphenyl), S(=O)(=O)(OC)OC (dimethyl sulphate), S(=O)(=O)(OC)OC (dimethyl sulphate). The solvent is O (water), [OH-].[K+] (potassium hydroxide), [OH-].[K+] (potassium hydroxide), O (water). Run at time 15 minute. Yields the product COC=1C=C(C=CC1)C1=CC=CC=C1 (3-methoxy biphenyl). RXN SMILES: [OH:1][C:2]1[CH:3]=[C:4]([C:8]2[CH:13]=[CH:12][CH:11]=[CH:10][CH:9]=2)[CH:5]=[CH:6][CH:7]=1.S(OC)(O[CH3:18])(=O)=O>[OH-].[K+].O>[CH3:18][O:1][C:2]1[CH:3]=[C:4]([C:8]2[CH:9]=[CH:10][CH:11]=[CH:12][CH:13]=2)[CH:5]=[CH:6][CH:7]=1 |f:2.3|. Procedure: 102 g of 3-hydroxy biphenyl are dissolved in a solution of 67.8 g of potassium hydroxide in 650 cc of water. 86.6 cc of dimethyl sulphate are added dropwise within 30 minutes while stirring, whereby the reaction mixture warms itself. The reaction mixture is then kept at 75° for a further 15 minutes. After 1 hour a further 33.6 g of potassium hydroxide in 45 cc of water are added dropwise, and subsequently 37.8 g of dimethyl sulphate are added dropwise at 65° within 15 minutes. The mixture is aga...